Dataset: the Open Reaction Database (ORD), a public repository of structured organic reaction records. Task: describe an organic reaction: reactants, conditions, products, and yield Starting materials: C([O-])([O-])=O.[Na+].[Na+] (sodium carbonate), C(C)OC1=C(C=CC=C1)C1=NC2=C(C=CC=C2C(N1)=O)C (2-(2-Ethoxyphenyl)-8-methylquinazolin-4(3H)-one), ClS(=O)(=O)O (chlorosulfonic acid), ice water, S(=O)(=O)(Cl)Cl (sulphonyl chloride), N1CCNCC1 (piperazine). Run in C(C)O (ethanol). Conditions: time 18 hour. Product: C(C)OC1=C(C=C(C=C1)S(=O)(=O)N1CCNCC1)C1=NC2=C(C=CC=C2C(N1)=O)C (2-[2-Ethoxy-5-(1-piperazinylsulphonyl)pheny]-8-methylquinazolin-4(3H)-one). RXN SMILES: [CH2:1]([O:3][C:4]1[CH:9]=[CH:8][CH:7]=[CH:6][C:5]=1[C:10]1[NH:19][C:18](=[O:20])[C:17]2[C:12](=[C:13]([CH3:21])[CH:14]=[CH:15][CH:16]=2)[N:11]=1)[CH3:2].Cl[S:23]([OH:26])(=O)=[O:24].S(Cl)(Cl)(=O)=O.[NH:32]1[CH2:37][CH2:36][NH:35][CH2:34][CH2:33]1.C(=O)([O-])[O-].[Na+].[Na+]>C(O)C>[CH2:1]([O:3][C:4]1[CH:9]=[CH:8][C:7]([S:23]([N:32]2[CH2:37][CH2:36][NH:35][CH2:34][CH2:33]2)(=[O:26])=[O:24])=[CH:6][C:5]=1[C:10]1[NH:19][C:18](=[O:20])[C:17]2[C:12](=[C:13]([CH3:21])[CH:14]=[CH:15][CH:16]=2)[N:11]=1)[CH3:2] |f:4.5.6|. Reported procedure: 2-(2-Ethoxyphenyl)-8-methylquinazolin-4(3H)-one (Preparation 4; 2.1 g, 0.0071 mol) was added portionwise to stirred chlorosulfonic acid (15 ml) under a nitrogen atmosphere at 0° C. After 18 hours, the mixture was cautiously added dropwise to stirred ice/water (100 g) and the resulting mixture extracted with dichloromethane-methanol (9:1, 10×100 ml). The organic extracts were combined, dried (MgS4) and evaporated under vacuum. A quantity (1.0 g) of the crude sulphonyl chloride was then added port...